This data is from the Open Reaction Database (ORD), a public repository of structured organic reaction records. The task is: describe an organic reaction: reactants, conditions, products, and yield The reactants are O(C1=CC=CC=C1)C1CCC(CC1)=O (4-phenoxycyclohexanone), O=C(CNC(C1=CC(=CC=C1)C(F)(F)F)=O)NCC(N[C@H]1CNCC1)=O (N-[2-oxo-2-({2-oxo-2-[(3R)-pyrrolidin-3-ylamino]ethyl}amino)ethyl]-3-(trifluoromethyl)benzamide), [BH-](OC(=O)C)(OC(=O)C)OC(=O)C.[Na+] (NaB(OAc)3H). Run in CCOC(=O)C (EtOAc), CC(=O)O.C(Cl)Cl (AcOH CH2Cl2). Conditions: time 8 hour. Yields the product O=C(CNC(C1=CC(=CC=C1)C(F)(F)F)=O)N[C@H]1CN(CC1)C1CCC(CC1)OC1=CC=CC=C1 (N-(2-Oxo-2-{[(3R)-1-(4-phenoxycyclohexyl)pyrrolidin-3-yl]amino}ethyl)-3-(trifluoromethyl)benzamide). Reaction SMILES: [O:1]([CH:8]1[CH2:13][CH2:12][C:11](=O)[CH2:10][CH2:9]1)[C:2]1[CH:7]=[CH:6][CH:5]=[CH:4][CH:3]=1.[O:15]=[C:16]([NH:31][CH2:32][C:33](=O)[NH:34][C@@H:35]1[CH2:39]CNC1)[CH2:17][NH:18][C:19](=[O:30])[C:20]1[CH:25]=[CH:24][CH:23]=[C:22]([C:26]([F:29])([F:28])[F:27])[CH:21]=1.[BH-](OC(C)=O)(OC(C)=O)OC(C)=O.[Na+]>CC(O)=O.C(Cl)Cl.CCOC(C)=O>[O:15]=[C:16]([NH:31][C@@H:32]1[CH2:39][CH2:35][N:34]([CH:11]2[CH2:12][CH2:13][CH:8]([O:1][C:2]3[CH:7]=[CH:6][CH:5]=[CH:4][CH:3]=3)[CH2:9][CH2:10]2)[CH2:33]1)[CH2:17][NH:18][C:19](=[O:30])[C:20]1[CH:25]=[CH:24][CH:23]=[C:22]([C:26]([F:29])([F:28])[F:27])[CH:21]=1 |f:2.3,4.5|. Reported procedure: To a mixture of 4-phenoxycyclohexanone (0.091 g, 0.475 mmol) and N-[2-oxo-2-({2-oxo-2-[(3R)-pyrrolidin-3-ylamino]ethyl}amino)ethyl]-3-(trifluoromethyl)benzamide in 2% AcOH/CH2Cl2 (10 mL) was added NaB(OAc)3H (0.134 g, 0.634 mmol). After being stirred overnight at room temperature under N2, the reaction mixture was diluted with EtOAc and washed with saturated Na2CO3. The aqueous was extracted with EtOAc (3×). The combined organic layers were dried (MgSO4), concentrated and flash chromatographed (... The reactants are O=CCNCCl, O=C=Nc1nc2cc(F)ccc2s1, c1ccccc1. Product: O=CCN(CCl)C(=O)Nc1nc2cc(F)ccc2s1. As a reaction SMILES: [Cl:14][CH2:15][NH:16][CH2:17][CH:18]=[O:19].[F:1][c:2]1[cH:3][cH:4][c:5]2[c:6]([n:7][c:8]([N:10]=[C:11]=[O:12])[s:9]2)[cH:13]1.[cH:20]1[cH:21][cH:22][cH:23][cH:24][cH:25]1>>[F:1][c:2]1[cH:3][cH:4][c:5]2[c:6]([n:7][c:8]([NH:10][C:11](=[O:12])[N:16]([CH2:15][Cl:14])[CH2:17][CH:18]=[O:19])[s:9]2)[cH:13]1. Reactants: CS(=O)(=O)OCCOCCOC(=O)c1ccccc1, O=C([O-])[O-], CSc1ncnc2cn[nH]c12, CN(C)C=O, [K+], [K+], O. Yields the product CSc1ncnc2cnn(CCOCCOC(=O)c3ccccc3)c12. RXN SMILES: [C:12]([c:13]1[cH:14][cH:15][cH:16][cH:17][cH:18]1)(=[O:19])[O:20][CH2:21][CH2:22][O:23][CH2:24][CH2:25][O:26][S:27]([CH3:28])(=[O:29])=[O:30].[C:31](=[O:32])([O-:33])[O-:34].[CH3:1][S:2][c:3]1[c:4]2[c:5]([n:6][cH:7][n:8]1)[cH:9][n:10][nH:11]2.[CH3:37][N:38]([CH3:39])[CH:40]=[O:41].[K+:35].[K+:36].[OH2:42]>>[CH3:1][S:2][c:3]1[c:4]2[c:5]([n:6][cH:7][n:8]1)[cH:9][n:10][n:11]2[CH2:25][CH2:24][O:23][CH2:22][CH2:21][O:20][C:12]([c:13]1[cH:14][cH:15][cH:16][cH:17][cH:18]1)=[O:19]. The reactants are CCOC(=O)c1nc2c(=O)[nH]c3cc(C(F)(F)F)ccc3n2c1C, [K+], [OH-], O. Product: Cc1c(C(=O)O)nc2c(=O)[nH]c3cc(C(F)(F)F)ccc3n12. RXN SMILES: [CH2:1]([CH3:2])[O:3][C:4](=[O:5])[c:6]1[n:7][c:8]2[n:9]([c:10]3[cH:11][cH:12][c:13]([C:19]([F:20])([F:21])[F:22])[cH:14][c:15]3[nH:16][c:17]2=[O:18])[c:23]1[CH3:24].[K+:27].[OH-:26].[OH2:25]>>[O:3]=[C:4]([OH:5])[c:6]1[n:7][c:8]2[n:9]([c:10]3[cH:11][cH:12][c:13]([C:19]([F:20])([F:21])[F:22])[cH:14][c:15]3[nH:16][c:17]2=[O:18])[c:23]1[CH3:24]. Starting materials: CC(C)(C)OC(=O)N1CCC(C=O)CC1, Cl, CN(C(=O)N(C)C1CCNCC1c1ccc(F)cc1)c1cc(C(F)(F)F)cc(C(F)(F)F)c1. The product is CN(C(=O)N(C)C1CCN(CC2CCN(C(=O)OC(C)(C)C)CC2)CC1c1ccc(F)cc1)c1cc(C(F)(F)F)cc(C(F)(F)F)c1. RXN SMILES: [CH:35](=[O:36])[CH:37]1[CH2:38][CH2:39][N:40]([C:43](=[O:44])[O:45][C:46]([CH3:47])([CH3:48])[CH3:49])[CH2:41][CH2:42]1.[ClH:1].[F:2][C:3]([c:4]1[cH:5][c:6]([N:14]([C:15](=[O:16])[N:17]([CH3:18])[CH:19]2[CH:20]([c:25]3[cH:26][cH:27][c:28]([F:31])[cH:29][cH:30]3)[CH2:21][NH:22][CH2:23][CH2:24]2)[CH3:32])[cH:7][c:8]([C:10]([F:11])([F:12])[F:13])[cH:9]1)([F:33])[F:34]>>[F:2][C:3]([c:4]1[cH:5][c:6]([N:14]([C:15](=[O:16])[N:17]([CH3:18])[CH:19]2[CH:20]([c:25]3[cH:26][cH:27][c:28]([F:31])[cH:29][cH:30]3)[CH2:21][N:22]([CH2:35][CH:37]3[CH2:38][CH2:39][N:40]([C:43](=[O:44])[O:45][C:46]([CH3:47])([CH3:48])[CH3:49])[CH2:41][CH2:42]3)[CH2:23][CH2:24]2)[CH3:32])[cH:7][c:8]([C:10]([F:11])([F:12])[F:13])[cH:9]1)([F:33])[F:34]. Reactants: [BH3-]C#N, CO, Cc1c(-c2ccccc2)oc2c(C=O)cccc2c1=O, [Cl-], [Cl-], NCCO, [Na+], [Zn+2]. Yields the product Cc1c(-c2ccccc2)oc2c(CNCCO)cccc2c1=O. RXN SMILES: [C:1]([BH3-:2])#[N:3].[CH3:29][OH:30].[CH:5](=[O:6])[c:7]1[cH:8][cH:9][cH:10][c:11]2[c:12](=[O:24])[c:13]([CH3:23])[c:14](-[c:17]3[cH:18][cH:19][cH:20][cH:21][cH:22]3)[o:15][c:16]12.[Cl-:31].[Cl-:33].[NH2:25][CH2:26][CH2:27][OH:28].[Na+:4].[Zn+2:32]>>[CH2:5]([c:7]1[cH:8][cH:9][cH:10][c:11]2[c:12](=[O:24])[c:13]([CH3:23])[c:14](-[c:17]3[cH:18][cH:19][cH:20][cH:21][cH:22]3)[o:15][c:16]12)[NH:25][CH2:26][CH2:27][OH:28].